Dataset: the Open Reaction Database (ORD), a public repository of structured organic reaction records. Task: describe an organic reaction: reactants, conditions, products, and yield Reaction SMILES: [CH3:13][OH:14].[NH2:1][c:2]1[c:3]([C:4](=[O:5])[OH:6])[cH:7][c:8]([Br:12])[cH:9][c:10]1[CH3:11]>>[NH2:1][c:2]1[c:3]([C:4]([O:5][CH3:13])=[O:6])[cH:7][c:8]([Br:12])[cH:9][c:10]1[CH3:11]. The reactants are CO, Cc1cc(Br)cc(C(=O)O)c1N. Product: COC(=O)c1cc(Br)cc(C)c1N. Solvent: C(C)(=O)OCC (ethyl acetate), C(C)(=O)OCC (ethyl acetate). The product is CS(=O)(=O)O.ClC1=CC=C(C=C1)N1C([C@H](CC1)CN1CCN(CC1)CCOC)=O ((R)-1-(4-chlorophenyl)-3-(4-(2-methoxyethyl)piperazin-1-yl)methyl-2-pyrrolidinone methanesulfonate). Isolated yield 79.7%. The reactants are CS(=O)(=O)O (methanesulfonic acid), ClC1=CC=C(C=C1)N1C([C@H](CC1)CN1CCN(CC1)CCOC)=O ((R)-1-(4-chlorophenyl)-3-(4-(2-methoxyethyl)piperazin-1-yl)methyl-2-pyrrolidinone). As a reaction SMILES: [CH3:1][S:2]([OH:5])(=[O:4])=[O:3].[Cl:6][C:7]1[CH:12]=[CH:11][C:10]([N:13]2[CH2:17][CH2:16][C@H:15]([CH2:18][N:19]3[CH2:24][CH2:23][N:22]([CH2:25][CH2:26][O:27][CH3:28])[CH2:21][CH2:20]3)[C:14]2=[O:29])=[CH:9][CH:8]=1>C(OCC)(=O)C>[CH3:1][S:2]([OH:5])(=[O:4])=[O:3].[Cl:6][C:7]1[CH:12]=[CH:11][C:10]([N:13]2[CH2:17][CH2:16][C@H:15]([CH2:18][N:19]3[CH2:20][CH2:21][N:22]([CH2:25][CH2:26][O:27][CH3:28])[CH2:23][CH2:24]3)[C:14]2=[O:29])=[CH:9][CH:8]=1 |f:3.4|. Reported procedure: A solution of 240 mg of methanesulfonic acid in 5 mL of ethyl acetate was added to a solution of 880 mg of (R)-1-(4-chlorophenyl)-3-(4-(2-methoxyethyl)piperazin-1-yl)methyl-2-pyrrolidinone in 15 mL of ethyl acetate. The mixture was stirred at room temperature and cooled. The precipitated solid was filtered and dried to give 892 mg of the title compound. Reactants: C(C)(C)C1=NN=C(O1)C1=CC=C(C(=O)N=C=O)C=C1 (4-(5-isopropyl-1,3,4-oxadiazol-2-yl)benzoyl isocyanate), ClC1=C(C=C(C=C1)CNC(C(C)(C)C)=O)NNC(=O)OC(C)(C)C (tert-butyl 2-(2-chloro-5-{[(2,2-dimethylpropanoyl)amino]methyl}phenyl)hydrazinecarboxylate), FC(C(=O)O)(F)F (trifluoro acetic acid). Solvent: C(Cl)Cl (DCM). The product is ClC1=C(C=C(CNC(C(C)(C)C)=O)C=C1)N1N=C(NC1=O)C1=CC=C(C=C1)C=1OC(=NN1)C(C)C (N-(4-Chloro-3-(4,5-dihydro-3-(4-(5-isopropyl-1,3,4-oxadiazol-2-yl)phenyl)-5-oxo-1,2,4-triazol-1-yl)benzyl)pivalamide). Yield: 43.3%. Reaction SMILES: [CH:1]([C:4]1[O:8][C:7]([C:9]2[CH:19]=[CH:18][C:12]([C:13]([N:15]=[C:16]=[O:17])=O)=[CH:11][CH:10]=2)=[N:6][N:5]=1)([CH3:3])[CH3:2].[Cl:20][C:21]1[CH:26]=[CH:25][C:24]([CH2:27][NH:28][C:29](=[O:34])[C:30]([CH3:33])([CH3:32])[CH3:31])=[CH:23][C:22]=1[NH:35][NH:36]C(OC(C)(C)C)=O.FC(F)(F)C(O)=O>C(Cl)Cl>[Cl:20][C:21]1[CH:26]=[CH:25][C:24]([CH2:27][NH:28][C:29](=[O:34])[C:30]([CH3:33])([CH3:32])[CH3:31])=[CH:23][C:22]=1[N:35]1[C:16](=[O:17])[NH:15][C:13]([C:12]2[CH:18]=[CH:19][C:9]([C:7]3[O:8][C:4]([CH:1]([CH3:3])[CH3:2])=[N:5][N:6]=3)=[CH:10][CH:11]=2)=[N:36]1. Procedure: The title compound was prepared according to the procedure described in Example-83 by using 4-(5-isopropyl-1,3,4-oxadiazol-2-yl)benzoyl isocyanate (Intermediate-104, 0.196 g, 0.84 mmol), tert-butyl 2-(2-chloro-5-{[(2,2-dimethylpropanoyl)amino]methyl}phenyl)hydrazinecarboxylate (Intermediate-94, 0.150 g, 0.420 mmol), DCM (15 mL), and trifluoro acetic acid (3.0 mL) to afford 0.090 g of the desired product. 1H NMR (300 MHz, DMSO d6): δ 1.06 (s, 9H), 1.35 (s, 6H), 3.25 (m, 1H), 4.27 (d, J=5.4 Hz, 2H... Starting materials: C(=O)C1=COC=C1 (3-formylfuran), CS(=O)CSC (methyl (methylthiomethyl)sulphoxide), [OH-].C(C1=CC=CC=C1)[N+](C)(C)C (benzyltrimethylammonium hydroxide), C(C)(=O)Cl (Acetyl chloride), oil. Procedure: A mixture of 3-formylfuran (5.0 g), methyl (methylthiomethyl)sulphoxide (7.lg) and Triton B [(40 weight % solution of benzyltrimethylammonium hydroxide in methanol) 4.8 g] in THF (7 ml) was heated under reflux for 5 hours. After cooling, it was poured into water and extracted with ether. The extracts were washed with water (× 3) and then with aqueous sodium chloride, then dried and concentrated to give a brown oil (4.Og), IR (film) 1610, 1060 cm-1 . Acetyl chloride (1.4 ml) was added carefully w... The product is O1C=C(C=C1)CC(=O)OC (methyl (3-furyl)acetate). Reaction SMILES: C(C1[CH:7]=[CH:6][O:5][CH:4]=1)=O.CS(CSC)=O.[OH-:14].C([N+](C)(C)C)[C:16]1[CH:21]=CC=CC=1.[C:26](Cl)(=[O:28])[CH3:27]>CO.C1COCC1.O>[O:28]1[CH:16]=[CH:21][C:27]([CH2:7][C:6]([O:5][CH3:4])=[O:14])=[CH:26]1 |f:2.3|. Reaction conditions: temperature 0 celsius, time 30 minute. Isolated yield 36.0%. The solvent is CO (methanol), O (water), CO (methanol), C1CCOC1 (THF), O (water). Starting materials: Cl.C=O (methanone HCl), CC(C)C1=CC=C(C=C1)C(=O)C1CCNCC1 ([4-(1-methylethyl)phenyl](4-piperidinyl)-methanone), BrCCC1=CC=CC=C1 (2-bromoethylbenzene), C(=O)([O-])[O-].[K+].[K+] (K2CO3), KHCO3, [I-].[K+] (potassium iodide). Solvent: C1(=CC=CC=C1)C (toluene). The product is Cl.C1(=CC=CC=C1)CCN1C(CCCC1)C=O (1-(2-phenylethyl)piperidinyl-methanone hydrochloride). RXN SMILES: [ClH:1].C=O.CC(C1C=CC(C([CH:15]2[CH2:20][CH2:19][NH:18][CH2:17][CH2:16]2)=O)=CC=1)C.Br[CH2:22][CH2:23][C:24]1[CH:29]=[CH:28][CH:27]=[CH:26][CH:25]=1.[C:30]([O-])([O-])=[O:31].[K+].[K+].[I-].[K+]>C1(C)C=CC=CC=1>[ClH:1].[C:24]1([CH2:23][CH2:22][N:18]2[CH2:17][CH2:16][CH2:15][CH2:20][CH:19]2[CH:30]=[O:31])[CH:29]=[CH:28][CH:27]=[CH:26][CH:25]=1 |f:0.1,4.5.6,7.8,10.11|. Procedure: [4-(1-methylethyl)phenyl]1-(2-phenylethyl)-piperidinyl]-methanone HCl. A solution of [4-(1-methylethyl)phenyl](4-piperidinyl)-methanone (43 g, 0.19 mol) in toluene (500 ml) was treated with 2-bromoethylbenzene (37 g, 0.2 mol), K2CO3 (25 g, 0.18 mol), KHCO3 (25 g, 0.25 mol) and potassium iodide (0.1 g) and the mixture heated on a steam bath for 68 h. The reaction mixture was filtered and the filtrate treated with ethereal hydrogen chloride until acid to congo red indicator paper. The resultant pr... Reactants: N1CC(CCC1)CC1=NC=CC=N1 (2-(piperidin-3-ylmethyl)pyrimidine), BrC=1C=NC=NC1 (5-bromopyrimidine), ICC1CN(CCC1)C(=O)OC(C)(C)C (tert-butyl 3-(iodomethyl)piperidine-1-carboxylate). The product is N1CC(CCC1)CC=1C=NC=NC1 (5-(Piperidin-3-ylmethyl)pyrimidine). As a reaction SMILES: [NH:1]1[CH2:6][CH2:5][CH2:4][CH:3]([CH2:7][C:8]2N=CC=CN=2)[CH2:2]1.BrC1[CH:16]=[N:17][CH:18]=[N:19][CH:20]=1.ICC1CCCN(C(OC(C)(C)C)=O)C1>>[NH:1]1[CH2:6][CH2:5][CH2:4][CH:3]([CH2:7][C:8]2[CH:16]=[N:17][CH:18]=[N:19][CH:20]=2)[CH2:2]1. Procedure: Made in an analogue manner to 2-(piperidin-3-ylmethyl)pyrimidine using 5-bromopyrimidine with tert-butyl 3-(iodomethyl)piperidine-1-carboxylate. The reactants are BrN1C(CCC1=O)=O (N-bromosuccinimide), C1(=C(C=CC=C1)C1=CC=C(C=C1)S(=O)(=O)C1=CC=C(C=C1)C1=C(C=CC=C1)C)C (p-tolyl phenylsulphone). The reagents and catalysts are C(C1=CC=CC=C1)(=O)OOC(C1=CC=CC=C1)=O (dibenzoyl peroxide). Solvent: C(Cl)(Cl)(Cl)Cl (CCl4). The product is BrCC1=CC=C(C=C1)S(=O)(=O)C1=CC=CC=C1 (1-Bromomethyl-4-phenylsulphonyl benzene). Yield: 171.6%. Reaction SMILES: C1(C)C=CC=C[C:2]=1[C:7]1[CH:12]=[CH:11][C:10]([S:13]([C:16]2[CH:21]=[CH:20][C:19](C3C=CC=CC=3C)=[CH:18][CH:17]=2)(=[O:15])=[O:14])=[CH:9][CH:8]=1.[Br:30]N1C(=O)CCC1=O>C(OOC(=O)C1C=CC=CC=1)(=O)C1C=CC=CC=1.C(Cl)(Cl)(Cl)Cl>[Br:30][CH2:2][C:7]1[CH:12]=[CH:11][C:10]([S:13]([C:16]2[CH:21]=[CH:20][CH:19]=[CH:18][CH:17]=2)(=[O:15])=[O:14])=[CH:9][CH:8]=1. Procedure: A solution of p-tolyl phenylsulphone (20 g) in refluxing CCl4 (400 ml) containing dibenzoyl peroxide (0.4 g) was treated with N-bromosuccinimide (15.3 g) in portions rapidly. The mixture was heated under reflux for 30 min., filtered whilst hot and the filtrate allowed to cool. Evaporation gave the title compound (26.8 g), m.p. (103°-104°. The reactants are C=C(C)c1ccc(OCOC)c(OC)c1, CO. Product: COCOc1ccc(C(C)C)cc1OC. As a reaction SMILES: [C:1](=[CH2:2])([CH3:3])[c:4]1[cH:5][c:6]([O:14][CH3:15])[c:7]([O:10][CH2:11][O:12][CH3:13])[cH:8][cH:9]1.[CH3:16][OH:17]>>[CH:1]([CH3:2])([CH3:3])[c:4]1[cH:5][c:6]([O:14][CH3:15])[c:7]([O:10][CH2:11][O:12][CH3:13])[cH:8][cH:9]1. Starting materials: C1CCOC1, Cc1cccc(C(=O)[O-])c1O, ClCCl, CSc1nncc(-c2ccc(F)c(-c3ccc(F)cc3C#N)c2)n1, OB(O)c1ccc(F)cc1, c1ccc(P(c2ccccc2)(c2ccccc2)[Pd](P(c2ccccc2)(c2ccccc2)c2ccccc2)(P(c2ccccc2)(c2ccccc2)c2ccccc2)P(c2ccccc2)(c2ccccc2)c2ccccc2)cc1. Yields the product N#Cc1cc(F)ccc1-c1cc(-c2cnnc(-c3ccc(F)cc3)n2)ccc1F. RXN SMILES: [CH2:46]1[O:47][CH2:48][CH2:49][CH2:50]1.[CH3:25][c:26]1[cH:27][cH:28][cH:29][c:30]([C:31]([O-:32])=[O:33])[c:34]1[OH:35].[Cl:51][CH2:52][Cl:53].[F:1][c:2]1[cH:3][c:4]([C:23]#[N:24])[c:5](-[c:8]2[c:9]([F:22])[cH:10][cH:11][c:12](-[c:14]3[n:15][c:16]([S:20][CH3:21])[n:17][n:18][cH:19]3)[cH:13]2)[cH:6][cH:7]1.[F:36][c:37]1[cH:38][cH:39][c:40]([B:43]([OH:44])[OH:45])[cH:41][cH:42]1.[cH:54]1[cH:55][cH:56][c:57]([P:58]([Pd:59]([P:60]([c:61]2[cH:62][cH:63][cH:64][cH:65][cH:66]2)([c:67]2[cH:68][cH:69][cH:70][cH:71][cH:72]2)[c:73]2[cH:74][cH:75][cH:76][cH:77][cH:78]2)([P:79]([c:80]2[cH:81][cH:82][cH:83][cH:84][cH:85]2)([c:86]2[cH:87][cH:88][cH:89][cH:90][cH:91]2)[c:92]2[cH:93][cH:94][cH:95][cH:96][cH:97]2)[P:98]([c:99]2[cH:100][cH:101][cH:102][cH:103][cH:104]2)([c:105]2[cH:106][cH:107][cH:108][cH:109][cH:110]2)[c:111]2[cH:112][cH:113][cH:114][cH:115][cH:116]2)([c:117]2[cH:118][cH:119][cH:120][cH:121][cH:122]2)[c:123]2[cH:124][cH:125][cH:126][cH:127][cH:128]2)[cH:129][cH:130]1>>[F:1][c:2]1[cH:3][c:4]([C:23]#[N:24])[c:5](-[c:8]2[c:9]([F:22])[cH:10][cH:11][c:12](-[c:14]3[n:15][c:16](-[c:40]4[cH:39][cH:38][c:37]([F:36])[cH:42][cH:41]4)[n:17][n:18][cH:19]3)[cH:13]2)[cH:6][cH:7]1.